Dataset: the Open Reaction Database (ORD), a public repository of structured organic reaction records. Task: describe an organic reaction: reactants, conditions, products, and yield The product is COC(=O)CC(=Cc1ccccc1)C(=O)OC. Reactants: CC(C)(C)O, COC(=O)CCC(=O)OC, CC(C)(C)[O-], O=Cc1ccccc1, [K+]. RXN SMILES: [C:25]([OH:26])([CH3:27])([CH3:28])[CH3:29].[CH3:15][O:16][C:17]([CH2:18][CH2:19][C:20](=[O:21])[O:22][CH3:23])=[O:24].[CH3:1][C:2]([CH3:3])([O-:4])[CH3:5].[CH:7](=[O:8])[c:9]1[cH:10][cH:11][cH:12][cH:13][cH:14]1.[K+:6]>>[CH:7]([c:9]1[cH:10][cH:11][cH:12][cH:13][cH:14]1)=[C:19]([CH2:18][C:17]([O:16][CH3:15])=[O:24])[C:20](=[O:21])[O:22][CH3:23]. Product: CC1(C)OC(=O)C=C(CC(O)CCl)O1. Reaction SMILES: [CH3:1][C:2]1([CH3:17])[O:3][C:4]([CH2:9][CH:10]([CH2:11][Cl:12])[O:13][C:14](=[O:15])[CH3:16])=[CH:5][C:6](=[O:8])[O:7]1.[P:18](=[O:19])([OH:20])([OH:21])[OH:22]>>[CH3:1][C:2]1([CH3:17])[O:3][C:4]([CH2:9][CH:10]([CH2:11][Cl:12])[OH:13])=[CH:5][C:6](=[O:8])[O:7]1. Starting materials: CC(=O)OC(CCl)CC1=CC(=O)OC(C)(C)O1, O=P(O)(O)O. The product is S1C(SCCCC1)CNC (N-(1,3-dithiepan-2-ylmethyl)-N-methylamine). Procedure: A 40% by weight aqueous solution of methylamine (100 ml) and 2-chloromethyl-1,3-dithiepane (50 grams) are charged into a glass reaction vessel equipped with a mechanical stirrer. The reaction mixture is stirred for a period of about 18 hours. After this time sodium hydroxide (18 grams) is added with stirring over a period of about 3 hours. Stirring is then continued for an additional period of about 16 hours. The organic phase of the reaction mixture is then separated, is washed with aqueous pot... RXN SMILES: Cl[CH2:2][CH:3]1[S:9][CH2:8][CH2:7][CH2:6][CH2:5][S:4]1.[OH-].[Na+].[CH3:12][NH2:13]>>[S:4]1[CH2:5][CH2:6][CH2:7][CH2:8][S:9][CH:3]1[CH2:2][NH:13][CH3:12] |f:1.2|. Starting materials: ClCC1SCCCCS1 (2-chloromethyl-1,3-dithiepane), CN (methylamine), [OH-].[Na+] (sodium hydroxide). Run at time 18 hour. Reactants: O=C([O-])[O-], CS(C)=O, Fc1ccccc1F, [K+], [K+], c1c[nH]cn1. The product is Fc1ccccc1-n1ccnc1. Reaction SMILES: [C:14](=[O:15])([O-:16])[O-:17].[CH3:20][S:21](=[O:22])[CH3:23].[F:1][c:2]1[cH:3][cH:4][cH:5][cH:6][c:7]1[F:8].[K+:18].[K+:19].[nH:9]1[cH:10][n:11][cH:12][cH:13]1>>[c:2]1(-[n:9]2[cH:10][n:11][cH:12][cH:13]2)[cH:3][cH:4][cH:5][cH:6][c:7]1[F:8]. Reactants: N (Ammonia), O=C1N(C(C2=CC=CC=C12)=O)CCC1=CNC2=CC=C(C=C12)C(=O)OC1=CC=C(C=C1)[N+](=O)[O-] (3-[2-(1,3-dihydro-1,3-dioxo-2H-isoindol-2-yl) ethyl]-1H-indole-5-carboxylic acid, 4-nitrophenyl ester), CN(C=O)C (dimethylformamide). Solvent: O (water). Reaction conditions: temperature 50 celsius, time 4 hour. The product is O=C1N(C(C2=CC=CC=C12)=O)CCC1=CNC2=CC=C(C=C12)C(=O)N (3-[2-(1,3-Dihydro-1,3-dioxo-2H-isoindol-2-yl) ethyl]-1H-indole-5-carboxamide). As a reaction SMILES: N.[O:2]=[C:3]1[C:11]2[C:6](=[CH:7][CH:8]=[CH:9][CH:10]=2)[C:5](=[O:12])[N:4]1[CH2:13][CH2:14][C:15]1[C:23]2[C:18](=[CH:19][CH:20]=[C:21]([C:24]([O:26]C3C=CC([N+]([O-])=O)=CC=3)=O)[CH:22]=2)[NH:17][CH:16]=1.C[N:37](C)C=O>O>[O:2]=[C:3]1[C:11]2[C:6](=[CH:7][CH:8]=[CH:9][CH:10]=2)[C:5](=[O:12])[N:4]1[CH2:13][CH2:14][C:15]1[C:23]2[C:18](=[CH:19][CH:20]=[C:21]([C:24]([NH2:37])=[O:26])[CH:22]=2)[NH:17][CH:16]=1. Procedure details: Ammonia (0.88, 0.2 ml) was added to a solution of 3-[2-(1,3-dihydro-1,3-dioxo-2H-isoindol-2-yl) ethyl]-1H-indole-5-carboxylic acid, 4-nitrophenyl ester (0.3 g) in warm (50° C.) dimethylformamide (3 ml). The mixture was stirred at 50° C. for 4 hours., poured into water (40 ml) and stirred for a further 0.5 hours. The precipitate (0.21 g) was collected and crystallised from ethanol to give the title compound (0.12 g) as an off-white solid m.p. 254°-6° C. T.L.C. Silica, Ethyl acetate:2-propanol:wat... Starting materials: O=C1Nc2ccc(Br)cc2C(c2ccccc2F)=NC1O, CCN(CC)S(F)(F)F, ClCCl. Product: O=C1Nc2ccc(Br)cc2C(c2ccccc2F)=NC1F. Reaction SMILES: [Br:1][c:2]1[cH:3][cH:4][c:5]2[c:6]([cH:21]1)[C:7]([c:14]1[c:15]([F:20])[cH:16][cH:17][cH:18][cH:19]1)=[N:8][CH:9]([OH:13])[C:10](=[O:12])[NH:11]2.[CH2:22]([N:23]([S:24]([F:25])([F:26])[F:28])[CH2:27][CH3:29])[CH3:30].[CH2:31]([Cl:32])[Cl:33]>>[Br:1][c:2]1[cH:3][cH:4][c:5]2[c:6]([cH:21]1)[C:7]([c:14]1[c:15]([F:20])[cH:16][cH:17][cH:18][cH:19]1)=[N:8][CH:9]([F:28])[C:10](=[O:12])[NH:11]2.